This data is from the Open Reaction Database (ORD), a public repository of structured organic reaction records. The task is: describe an organic reaction: reactants, conditions, products, and yield The reactants are CCNC1(C(N)=O)CNC1, C1CCOC1, CO, CCN(C(C)C)C(C)C, Cc1nc2c(-c3ccc(Cl)cc3)c(-c3ccccc3Cl)nn2c(Cl)c1C, Cl. Yields the product CCNC1(C(N)=O)CN(c2c(C)c(C)nc3c(-c4ccc(Cl)cc4)c(-c4ccccc4Cl)nn23)C1. RXN SMILES: [CH2:36]([CH3:37])[NH:38][C:39]1([C:43](=[O:44])[NH2:45])[CH2:40][NH:41][CH2:42]1.[CH2:47]1[O:48][CH2:49][CH2:50][CH2:51]1.[CH3:52][OH:53].[CH:27]([N:28]([CH:29]([CH3:30])[CH3:31])[CH2:32][CH3:33])([CH3:34])[CH3:35].[Cl:1][c:2]1[c:3]([CH3:26])[c:4]([CH3:25])[n:5][c:6]2[n:7]1[n:8][c:9](-[c:18]1[c:19]([Cl:24])[cH:20][cH:21][cH:22][cH:23]1)[c:10]2-[c:11]1[cH:12][cH:13][c:14]([Cl:17])[cH:15][cH:16]1.[ClH:46]>>[c:2]1([N:41]2[CH2:40][C:39]([NH:38][CH2:36][CH3:37])([C:43](=[O:44])[NH2:45])[CH2:42]2)[c:3]([CH3:26])[c:4]([CH3:25])[n:5][c:6]2[n:7]1[n:8][c:9](-[c:18]1[c:19]([Cl:24])[cH:20][cH:21][cH:22][cH:23]1)[c:10]2-[c:11]1[cH:12][cH:13][c:14]([Cl:17])[cH:15][cH:16]1. The reactants are CN(C=1C=C2C3=C(C(N(C(C3=CC=C2)=O)CCCCCC(=O)O)=O)C1)C (6-(5-dimethylamino-1,3-dioxo-2,3-dihydro-1H-benzo[de]isoquinolin-2-yl)hexanoic acid), O=P(Cl)(Cl)Cl (POCl3), ice water. Run in CN(C)C=O (DMF). Run at temperature 80 celsius, time 1.5 hour. Product: [Cl-].C(=O)(O)CCCCCN1C(C2=CC=CC=3C=4C[N+](CN(C4C=C(C32)C1=O)C)(C)C)=O (5-(5-carboxypentyl)-8,10,10-trimethyl-4,6-dioxo-5,6,8,9,10,11-hexahydro-4H-isoquino[5,4-fg]quinazolin-10-ium chloride). Reaction SMILES: [CH3:1][N:2]([CH3:26])[C:3]1[CH:4]=[C:5]2[CH:14]=[CH:13][CH:12]=[C:11]3[C:6]2=[C:7]([CH:25]=1)[C:8](=[O:24])[N:9]([CH2:16][CH2:17][CH2:18][CH2:19][CH2:20][C:21]([OH:23])=[O:22])[C:10]3=[O:15].O=P(Cl)(Cl)[Cl:29]>CN(C=O)C>[Cl-:29].[C:21]([CH2:20][CH2:19][CH2:18][CH2:17][CH2:16][N:9]1[C:8](=[O:24])[C:7]2[C:6]3[C:11](=[CH:12][CH:13]=[CH:14][C:5]=3[C:4]3[CH2:1][N+:2]([CH3:26])([CH3:3])[CH2:26][N:2]([CH3:1])[C:3]=3[CH:25]=2)[C:10]1=[O:15])([OH:23])=[O:22] |f:3.4|. Reported procedure: To a solution of 90 mg (0.25 mmol) of 6-(5-dimethylamino-1,3-dioxo-2,3-dihydro-1H-benzo[de]isoquinolin-2-yl)hexanoic acid in 0.4 mL of DMF 0.09 ml of POCl3 were added dropwise at 40° C. The mixture was heated under stirring at 80° C. for 1.5 h, cooled to RT and poured into ice water. The product was precipitated with isopropyl alcohol and purified by column chromatography on reverse phase (PR-18, H2O-acetonitrile 5:1, v/v). Yield: 45 mg (40%) 4a. M.p. 186-188° C. 1H-NMR (200 MHz, DMSO-d6, δ, ppm... The reactants are ClC1=CC=C(OCC(C(C)(C)C)=O)C=C1 (1-(4-chlorophenoxy)-3,3-dimethyl-butan-2-one), BrC=1C=NC=NC1 (5-bromopyrimidine), C(CCC)[Li] (n-butyllithium), [Cl-].[NH4+] (ammonium chloride). The solvent is O1CCCC1 (tetrahydrofuran), CCOCC (ether), O1CCCC1 (tetrahydrofuran), CCCCCC (n-hexane), C(C)(=O)OCC (ethyl acetate). Conditions: temperature -110 celsius, time 2 hour. Yields the product ClC1=CC=C(OCC(C(C)(C)C)(O)C=2C=NC=NC2)C=C1 (1-(4-chlorophenoxy)-3,3-dimethyl-2-(pyrimidin-5-yl)-butan-2-ol). Isolated yield 40.1%. Reaction SMILES: [Cl:1][C:2]1[CH:15]=[CH:14][C:5]([O:6][CH2:7][C:8](=[O:13])[C:9]([CH3:12])([CH3:11])[CH3:10])=[CH:4][CH:3]=1.Br[C:17]1[CH:18]=[N:19][CH:20]=[N:21][CH:22]=1.C([Li])CCC.[Cl-].[NH4+]>O1CCCC1.CCOCC.CCCCCC.C(OCC)(=O)C>[Cl:1][C:2]1[CH:15]=[CH:14][C:5]([O:6][CH2:7][C:8]([C:17]2[CH:18]=[N:19][CH:20]=[N:21][CH:22]=2)([OH:13])[C:9]([CH3:11])([CH3:12])[CH3:10])=[CH:4][CH:3]=1 |f:3.4|. Procedure details: A solution of 22.65 g (0.1 mol) of 1-(4-chlorophenoxy)-3,3-dimethyl-butan-2-one in 110 ml of absolute tetrahydrofuran and 70 ml of absolute ether was cooled to -120° C. under a dry nitrogen atmosphere. A solution of 15.9 g (0.1 mol) of 5-bromopyrimidine in 50 ml of absolute tetrahydrofuran was added dropwise to the above solution. 50 ml of a 15% strength solution of n-butyllithium in n-hexane was then slowly added dropwise to the mixture at -120° C. The mixture was first stirred for 2 hours at a...